From a dataset of the Open Reaction Database (ORD), a public repository of structured organic reaction records. describe an organic reaction: reactants, conditions, products, and yield Reactants: CC(C)(C)c1cc(O)cc(Br)c1, CCOC(C)=O, N#C[Cu], CN(C)C=O, O. The product is CC(C)(C)c1cc(O)cc(C#N)c1. Reaction SMILES: [Br:1][c:2]1[cH:3][c:4]([OH:12])[cH:5][c:6]([C:8]([CH3:9])([CH3:10])[CH3:11])[cH:7]1.[CH3:16][CH2:17][O:18][C:19](=[O:20])[CH3:21].[Cu:13][C:14]#[N:15].[O:23]=[CH:24][N:25]([CH3:26])[CH3:27].[OH2:22]>>[c:2]1([C:14]#[N:15])[cH:3][c:4]([OH:12])[cH:5][c:6]([C:8]([CH3:9])([CH3:10])[CH3:11])[cH:7]1. Reactants: C(C)OC(=O)C1=NN(C2(C(NCCC21)=O)N2CCOCC2)C2=CC=C(C=C2)OC (1-(4-Methoxy-phenyl)-7a-morpholin-4-yl-7-oxo-3a,4,5,6,7,7a-hexahydro-1H-pyrazolo[3,4-c]pyridin-3-carboxylic acid ethyl ester), FC(C(=O)O)(F)F (trifluoroacetic acid), product. The solvent is C(Cl)Cl (methylene chloride). Conditions: temperature 25 celsius, time 30 minute. Product: C(C)OC(=O)C1=NN(C=2C(NCCC21)=O)C2=CC=C(C=C2)OC (1-(4-Methoxy-phenyl)-7-oxo-4,5,6,7-tetrahydro-1H-pyrazolo[3,4-c]pyridine-3-carboxylic acid ethyl ester). RXN SMILES: [CH2:1]([O:3][C:4]([C:6]1[CH:14]2[C:9](N3CCOCC3)([C:10](=[O:15])[NH:11][CH2:12][CH2:13]2)[N:8]([C:22]2[CH:27]=[CH:26][C:25]([O:28][CH3:29])=[CH:24][CH:23]=2)[N:7]=1)=[O:5])[CH3:2].FC(F)(F)C(O)=O>C(Cl)Cl>[CH2:1]([O:3][C:4]([C:6]1[C:14]2[CH2:13][CH2:12][NH:11][C:10](=[O:15])[C:9]=2[N:8]([C:22]2[CH:23]=[CH:24][C:25]([O:28][CH3:29])=[CH:26][CH:27]=2)[N:7]=1)=[O:5])[CH3:2]. Reported procedure: Method B. A solution of 1-(4-methoxy-phenyl)-7a-morpholin-4-yl-7-oxo-3a,4,5,6,7,7a-hexahydro-1H-pyrazolo[3,4-c]pyridin-3-carboxylic acid ethyl ester (51, 402 mg, 1.0 mmol) in methylene chloride (CH2Cl2, 4 mL) was treated with trifluoroacetic acid (TFA, 1.0 mL) at 25° C., and the resulting reaction mixture was stirred at 25° C. for an additional 30 min. When HPLC and TLC showed the reaction was complete, the solvents were removed in vacuo. The residue was directly purified by flash column chromat...